Dataset: the Open Reaction Database (ORD), a public repository of structured organic reaction records. Task: describe an organic reaction: reactants, conditions, products, and yield The reactants are C(=O)(OCC)C1=CC=C(S1)C=C(C)C (1-(5-carbethoxythien-2-yl)-2-methyl-1-propene), SeO2, O (H2O). Solvent: O1CCOCC1 (dioxane). Yields the product C(=O)(OCC)C1=CC=C(S1)/C=C(/C=O)\C ((E)-3-(5-Carbethoxythien-2-yl)-2-methyl-2-propenal). The yield is 176.3%. RXN SMILES: [C:1]([C:6]1[S:10][C:9]([CH:11]=[C:12]([CH3:14])[CH3:13])=[CH:8][CH:7]=1)([O:3][CH2:4][CH3:5])=[O:2].[OH2:15]>O1CCOCC1>[C:1]([C:6]1[S:10][C:9](/[CH:11]=[C:12](\[CH3:13])/[CH:14]=[O:15])=[CH:8][CH:7]=1)([O:3][CH2:4][CH3:5])=[O:2]. Procedure: A mixture of 3.8 g (17.2 mmol) of 1-(5-carbethoxythien-2-yl)-2-methyl-1-propene and 5.0 g (45 mmol) of SeO2 in 60 mL of dioxane and 0.8 mL (44 mmol) of H2O was degassed three times under argon and heated under reflux for 45 min. Cooling, filtration over Celite, and concentration gave 6.8 g of a light-brown solid, which was diluted with 50 mL of Et2O and filtered. The filtrate was concentrated and passed over a column of 150 g of silica gel (15% EtOAc/hexane) to give 2.35 g (60% yield) of the ald... The reactants are C1(=CC=C(C=2C(=CC=C(C12)C(=O)O)C(=O)O)C(=O)O)C(=O)O (1,4,5,8-naphthalene tetracarboxylic acid), Cl (hydrogen chloride), Cl.Cl.Cl.Cl.NC1=C(C=C(C(=C1)N)N)N (1,2,4,5-tetraaminobenzene tetrahydrochloride), Cl.Cl.Cl.Cl.NC1=C(C=C(C(=C1)N)N)N (TABH), polyphosphoric acid. Product: NC1=C(C=C(C(=C1)N)N)N (1,2,4,5-tetraaminobenzene). RXN SMILES: C1(C(O)=O)C2C(C(O)=O)=CC=C(C(O)=O)C=2C(C(O)=O)=CC=1.Cl.Cl.Cl.Cl.[NH2:27][C:28]1[CH:33]=[C:32]([NH2:34])[C:31]([NH2:35])=[CH:30][C:29]=1[NH2:36].Cl>>[NH2:27][C:28]1[CH:33]=[C:32]([NH2:34])[C:31]([NH2:35])=[CH:30][C:29]=1[NH2:36] |f:1.2.3.4.5|. Procedure: BBL can be prepared by a two step dehydrohalogenationpolycondensation sequence using 1,4,5,8-naphthalene tetracarboxylic acid (NTCA) and 1,2,4,5-tetraaminobenzene tetrahydrochloride (TABH). Initially, TABH was heated with polyphosphoric acid to to liberate hydrogen chloride gas and to afford 1,2,4,5-tetraaminobenzene in situ. Next, NTCA and then phosphorous pentoxide are added to the vessel and then heated under an inert and anhydrous atmosphere to effect polycondensation of NTCA and TABH in app... Reactants: CC(=O)O, Cn1ncnc1-c1cc(Cl)cs1, O=C1CCC(=O)N1Br, O. The product is Cn1ncnc1-c1cc(Cl)c(Br)s1. RXN SMILES: [C:13]([OH:14])(=[O:15])[CH3:16].[Cl:1][c:2]1[cH:3][c:4](-[c:7]2[n:8][cH:9][n:10][n:11]2[CH3:12])[s:5][cH:6]1.[O:17]=[C:18]1[N:19]([Br:24])[C:20](=[O:21])[CH2:22][CH2:23]1.[OH2:25]>>[Cl:1][c:2]1[cH:3][c:4](-[c:7]2[n:8][cH:9][n:10][n:11]2[CH3:12])[s:5][c:6]1[Br:24]. Reactants: O=C(Cl)CC(F)(F)F, c1ccncc1, Nc1nc2ccc(F)cn2c1-c1nc2ccccc2s1. Product: O=C(CC(F)(F)F)Nc1nc2ccc(F)cn2c1-c1nc2ccccc2s1. As a reaction SMILES: [F:21][C:22]([CH2:23][C:24](=[O:25])[Cl:26])([F:27])[F:28].[cH:29]1[cH:30][cH:31][n:32][cH:33][cH:34]1.[s:1]1[c:2](-[c:10]2[c:11]([NH2:20])[n:12][c:13]3[n:14]2[cH:15][c:16]([F:19])[cH:17][cH:18]3)[n:3][c:4]2[c:5]1[cH:6][cH:7][cH:8][cH:9]2>>[s:1]1[c:2](-[c:10]2[c:11]([NH:20][C:24]([CH2:23][C:22]([F:21])([F:27])[F:28])=[O:25])[n:12][c:13]3[n:14]2[cH:15][c:16]([F:19])[cH:17][cH:18]3)[n:3][c:4]2[c:5]1[cH:6][cH:7][cH:8][cH:9]2.